This data is from the Open Reaction Database (ORD), a public repository of structured organic reaction records. The task is: describe an organic reaction: reactants, conditions, products, and yield The reactants are O=C1C=CC(=O)C=C1, C1CCOC1, [CH2]C, CCOC(C)=O, Cl. The product is CCOC(=O)CC1(O)C=CC(=O)C=C1. As a reaction SMILES: [C:3]1(=[O:10])[CH:4]=[CH:5][C:6](=[O:9])[CH:7]=[CH:8]1.[CH2:18]1[O:19][CH2:20][CH2:21][CH2:22]1.[CH2:1][CH3:2].[CH3:12][CH2:13][O:14][C:15]([CH3:16])=[O:17].[ClH:11]>>[C:3]1(=[O:10])[CH:4]=[CH:5][C:6]([OH:9])([CH2:16][C:15]([O:14][CH2:13][CH3:12])=[O:17])[CH:7]=[CH:8]1.